From a dataset of the Open Reaction Database (ORD), a public repository of structured organic reaction records. describe an organic reaction: reactants, conditions, products, and yield The reactants are C1C(C2=CC=CC=C2)O1 (Styrene oxide), C1C(C2=CC=CC=C2)O1 (styrene oxide), I (HI), O (water). The solvent is C(C)O (ethanol). Run at temperature 0 celsius. The product is IC(CO)C1=CC=CC=C1 (2-iodo-2-phenylethanol), white solid. As a reaction SMILES: [IH:1].O.[CH2:3]1[O:11][CH:4]1[C:5]1[CH:10]=[CH:9][CH:8]=[CH:7][CH:6]=1>C(O)C>[I:1][CH:4]([C:5]1[CH:10]=[CH:9][CH:8]=[CH:7][CH:6]=1)[CH2:3][OH:11]. Reported procedure: 2-iodo-2-phenylethanol was synthesized as described in Golumbic, C. and Cottle, D. L. J. Am. Chem. Soc. 61, 996 (1939). An aqueous HI solution (81.7 grams, 54.7%) and 556 ml of water were added to a 1 L reaction flask equipped with an addition funnel, which was cooled to zero degrees C. Styrene oxide (40 grams) and 50 grams of ethanol were added to the addition funnel. The styrene oxide solution was added dropwise to the flask over a 40-minute period during which a white precipitate was formed. ... Reactants: CC(=O)O, [Na+], [OH-], O, O=[N+]([O-])O, c1ccc(-c2ccccc2OCCCN2CCOCC2)cc1. Product: O=[N+]([O-])c1ccc(OCCCN2CCOCC2)c(-c2ccccc2)c1. As a reaction SMILES: [CH3:30][C:31](=[O:32])[OH:33].[Na+:29].[OH-:28].[OH2:27].[OH:23][N+:24]([O-:25])=[O:26].[c:1]1(-[c:17]2[cH:18][cH:19][cH:20][cH:21][cH:22]2)[c:2]([O:7][CH2:8][CH2:9][CH2:10][N:11]2[CH2:12][CH2:13][O:14][CH2:15][CH2:16]2)[cH:3][cH:4][cH:5][cH:6]1>>[c:1]1(-[c:17]2[cH:18][cH:19][cH:20][cH:21][cH:22]2)[c:2]([O:7][CH2:8][CH2:9][CH2:10][N:11]2[CH2:12][CH2:13][O:14][CH2:15][CH2:16]2)[cH:3][cH:4][c:5]([N+:24](=[O:23])[O-:25])[cH:6]1.